Task: describe an organic reaction: reactants, conditions, products, and yield. Dataset: the Open Reaction Database (ORD), a public repository of structured organic reaction records Starting materials: N1N=CC=C1 (pyrazole), ClC=1N=C(C2=C(N1)SC(=C2)C(F)(F)F)NCC2=CC=C(C=C2)F (2-chloro-6-trifluoromethyl-4-(4-fluorobenzylamino)-thieno-[2,3-d]-pyrimidine). Product: N1(N=CC=C1)C=1N=C(C2=C(N1)SC(=C2)C(F)(F)F)NCC2=CC=C(C=C2)F (2-(pyrazol-1-yl)-6-trifluoromethyl-4-(4-fluorobenzylamino)-thieno-[2,3-d]-pyrimidine). RXN SMILES: [NH:1]1[CH:5]=[CH:4][CH:3]=[N:2]1.Cl[C:7]1[N:8]=[C:9]([NH:20][CH2:21][C:22]2[CH:27]=[CH:26][C:25]([F:28])=[CH:24][CH:23]=2)[C:10]2[CH:15]=[C:14]([C:16]([F:19])([F:18])[F:17])[S:13][C:11]=2[N:12]=1>>[N:1]1([C:7]2[N:8]=[C:9]([NH:20][CH2:21][C:22]3[CH:27]=[CH:26][C:25]([F:28])=[CH:24][CH:23]=3)[C:10]3[CH:15]=[C:14]([C:16]([F:17])([F:18])[F:19])[S:13][C:11]=3[N:12]=2)[CH:5]=[CH:4][CH:3]=[N:2]1. Procedure details: Following the procedure of Example 97, the reaction of pyrazole with 2-chloro-6-trifluoromethyl-4-(4-fluorobenzylamino)-thieno-[2,3-d]-pyrimidine gives 2-(pyrazol-1-yl)-6-trifluoromethyl-4-(4-fluorobenzylamino)-thieno-[2,3-d]-pyrimidine.